Dataset: the Open Reaction Database (ORD), a public repository of structured organic reaction records. Task: describe an organic reaction: reactants, conditions, products, and yield Starting materials: ClCCl, O=Cc1nccc2ccccc12, Cc1cnc(CNCCCCS(=O)(=O)c2nc3ccccc3[nH]2)c(C)c1. Yields the product Cc1cnc(CN(CCCCS(=O)(=O)c2nc3ccccc3[nH]2)Cc2nccc3ccccc23)c(C)c1. RXN SMILES: [Cl:39][CH2:40][Cl:41].[c:27]1([CH:37]=[O:38])[n:28][cH:29][cH:30][c:31]2[cH:32][cH:33][cH:34][cH:35][c:36]12.[nH:1]1[c:2]([S:10](=[O:11])(=[O:12])[CH2:13][CH2:14][CH2:15][CH2:16][NH:17][CH2:18][c:19]2[n:20][cH:21][c:22]([CH3:26])[cH:23][c:24]2[CH3:25])[n:3][c:4]2[c:5]1[cH:6][cH:7][cH:8][cH:9]2>>[nH:1]1[c:2]([S:10](=[O:11])(=[O:12])[CH2:13][CH2:14][CH2:15][CH2:16][N:17]([CH2:18][c:19]2[n:20][cH:21][c:22]([CH3:26])[cH:23][c:24]2[CH3:25])[CH2:37][c:27]2[n:28][cH:29][cH:30][c:31]3[cH:32][cH:33][cH:34][cH:35][c:36]23)[n:3][c:4]2[c:5]1[cH:6][cH:7][cH:8][cH:9]2. As a reaction SMILES: [CH3:36][C:37]([OH:38])([CH3:39])[CH3:40].[Cl:1][c:2]1[c:3]([S:9](=[O:10])(=[O:11])[NH:12][c:13]2[cH:14][c:15]([Cl:32])[c:16]([S:20][c:21]3[s:22][c:23]4[c:24]([n:25]3)[cH:26][c:27]([C:30]#[N:31])[cH:28][cH:29]4)[c:17]([Cl:19])[cH:18]2)[cH:4][cH:5][c:6]([Cl:8])[cH:7]1.[ClH:35].[K+:34].[OH-:33]>>[Cl:1][c:2]1[c:3]([S:9](=[O:10])(=[O:11])[NH:12][c:13]2[cH:14][c:15]([Cl:32])[c:16]([S:20][c:21]3[s:22][c:23]4[c:24]([n:25]3)[cH:26][c:27]([C:30]([NH2:31])=[O:33])[cH:28][cH:29]4)[c:17]([Cl:19])[cH:18]2)[cH:4][cH:5][c:6]([Cl:8])[cH:7]1. Yields the product NC(=O)c1ccc2sc(Sc3c(Cl)cc(NS(=O)(=O)c4ccc(Cl)cc4Cl)cc3Cl)nc2c1. Reactants: CC(C)(C)O, N#Cc1ccc2sc(Sc3c(Cl)cc(NS(=O)(=O)c4ccc(Cl)cc4Cl)cc3Cl)nc2c1, Cl, [K+], [OH-]. Reactants: OBO, Nc1c(Br)cncc1Br, O=C([O-])[O-], Cc1ccccc1, CCO, CCOC(C)=O, Clc1ccccc1Cl, [Na+], [Na+], c1ccc(P(c2ccccc2)(c2ccccc2)[Pd](P(c2ccccc2)(c2ccccc2)c2ccccc2)(P(c2ccccc2)(c2ccccc2)c2ccccc2)P(c2ccccc2)(c2ccccc2)c2ccccc2)cc1. Product: Nc1c(Br)cncc1-c1ccc(Cl)c(Cl)c1. As a reaction SMILES: [BH:16]([OH:17])[OH:18].[Br:1][c:2]1[cH:3][n:4][cH:5][c:6]([Br:9])[c:7]1[NH2:8].[C:10](=[O:11])([O-:12])[O-:13].[CH3:27][c:28]1[cH:29][cH:30][cH:31][cH:32][cH:33]1.[CH3:34][CH2:35][OH:36].[CH3:37][CH2:38][O:39][C:40](=[O:41])[CH3:42].[Cl:19][c:20]1[c:21]([Cl:26])[cH:22][cH:23][cH:24][cH:25]1.[Na+:14].[Na+:15].[cH:43]1[cH:44][cH:45][c:46]([P:47]([Pd:48]([P:49]([c:50]2[cH:51][cH:52][cH:53][cH:54][cH:55]2)([c:56]2[cH:57][cH:58][cH:59][cH:60][cH:61]2)[c:62]2[cH:63][cH:64][cH:65][cH:66][cH:67]2)([P:68]([c:69]2[cH:70][cH:71][cH:72][cH:73][cH:74]2)([c:75]2[cH:76][cH:77][cH:78][cH:79][cH:80]2)[c:81]2[cH:82][cH:83][cH:84][cH:85][cH:86]2)[P:87]([c:88]2[cH:89][cH:90][cH:91][cH:92][cH:93]2)([c:94]2[cH:95][cH:96][cH:97][cH:98][cH:99]2)[c:100]2[cH:101][cH:102][cH:103][cH:104][cH:105]2)([c:106]2[cH:107][cH:108][cH:109][cH:110][cH:111]2)[c:112]2[cH:113][cH:114][cH:115][cH:116][cH:117]2)[cH:118][cH:119]1>>[c:2]1(-[c:23]2[cH:22][c:21]([Cl:26])[c:20]([Cl:19])[cH:25][cH:24]2)[cH:3][n:4][cH:5][c:6]([Br:9])[c:7]1[NH2:8].